Dataset: the Open Reaction Database (ORD), a public repository of structured organic reaction records. Task: describe an organic reaction: reactants, conditions, products, and yield Reactants: CC1=C(OCCN(C)CCC2=CC=C(C=C2)[N+](=O)[O-])C(=CC=C1)C (N-[2-(2,6-dimethylphenoxy)ethyl]-N-methyl-2-(4-nitrophenyl)ethylamine). Reagents/catalysts: [Pd] (palladium-on-carbon). Run in C(C)(C)O (isopropanol), C(C)(C)O (isopropanol). Product: CC1=C(OCCN(C)CCC2=CC=C(C=C2)N)C(=CC=C1)C (N-[2-(2,6-Dimethylphenoxy)ethyl]-N-methyl-2-(4-aminophenyl)ethylamine). Yield: 100.8%. RXN SMILES: [CH3:1][C:2]1[CH:23]=[CH:22][CH:21]=[C:20]([CH3:24])[C:3]=1[O:4][CH2:5][CH2:6][N:7]([CH2:9][CH2:10][C:11]1[CH:16]=[CH:15][C:14]([N+:17]([O-])=O)=[CH:13][CH:12]=1)[CH3:8]>C(O)(C)C.[Pd]>[CH3:1][C:2]1[CH:23]=[CH:22][CH:21]=[C:20]([CH3:24])[C:3]=1[O:4][CH2:5][CH2:6][N:7]([CH2:9][CH2:10][C:11]1[CH:16]=[CH:15][C:14]([NH2:17])=[CH:13][CH:12]=1)[CH3:8]. Procedure: A solution containing 0.40 g (1.23 mmol) of N-[2-(2,6-dimethylphenoxy)ethyl]-N-methyl-2-(4-nitrophenyl)ethylamine (Example 2) in 7 ml of isopropanol is added to a suspension of 0.1 g of 10% palladium-on-carbon catalyst in 7 ml of isopropanol. The suspension is hydrogenated under atmospheric pressure. After completion of the reaction, the catalyst is filtered and washed with isopropanol. The filtrate is evaporated to constant weight under reduced pressure to obtain 0.37 g of the oily base (76%), ... The reactants are BrCc1cccc(Br)n1, CCOC(=O)c1c[nH]c2ccccc2c1=O, [H-], [Na+], CN(C)C=O. Yields the product CCOC(=O)c1cn(Cc2cccc(Br)n2)c2ccccc2c1=O. RXN SMILES: [Br:19][c:20]1[n:21][c:22]([CH2:26][Br:27])[cH:23][cH:24][cH:25]1.[CH2:1]([CH3:2])[O:3][C:4](=[O:5])[c:6]1[cH:7][nH:8][c:9]2[cH:10][cH:11][cH:12][cH:13][c:14]2[c:15]1=[O:16].[H-:17].[Na+:18].[O:28]=[CH:29][N:30]([CH3:31])[CH3:32]>>[CH2:1]([CH3:2])[O:3][C:4](=[O:5])[c:6]1[cH:7][n:8]([CH2:26][c:22]2[n:21][c:20]([Br:19])[cH:25][cH:24][cH:23]2)[c:9]2[cH:10][cH:11][cH:12][cH:13][c:14]2[c:15]1=[O:16]. The reactants are [BH4-].[K+] (potassium borohydride), [H][H] (hydrogen), [N+](=O)([O-])C=1C=CC2=C(NC(CO2)=O)C1 (6-nitro-2H-1,4-benzoxazin-3(4H)-one). The reagents and catalysts are Cl[Cu] (CuCl). Run in CO (methanol). Run at temperature 25 celsius. The product is NC1=CC2=C(OCC(N2)=O)C=C1 (6-amino-2H-benzo[b][1,4]oxazin-3(4H)-one). As a reaction SMILES: [N+:1]([C:4]1[CH:5]=[CH:6][C:7]2[O:12][CH2:11][C:10](=[O:13])[NH:9][C:8]=2[CH:14]=1)([O-])=O.[BH4-].[K+].[H][H]>CO.Cl[Cu]>[NH2:1][C:4]1[CH:5]=[CH:6][C:7]2[O:12][CH2:11][C:10](=[O:13])[NH:9][C:8]=2[CH:14]=1 |f:1.2|. Procedure: To a suspension of 6-nitro-2H-1,4-benzoxazin-3(4H)-one 1 (0.5 g, 0.0026 mol) and CuCl (0.77 g, 0.0078 mol) in anhydrous methanol (25 mL), stirred at 25° C. was added potassium borohydride (0.98 g, 0.018 mol) in portions (exothermic with evolution of hydrogen gas). The reaction mixture was stirred at 25° C. for 30 min. The black precipitate formed was filtered and washed with methanol. The combined filtrate and washings was evaporated to give 6-amino-2H-benzo[b][1,4]oxazin-3(4H)-one which was pur...